Dataset: the Open Reaction Database (ORD), a public repository of structured organic reaction records. Task: describe an organic reaction: reactants, conditions, products, and yield Product: NC=1C=CC(=C2CN(C(C12)=O)C)[C@@H]1CC[C@H](CC1)N1CCN(CC1)C (7-amino-2-methyl-4-[trans-4-(4-methylpiperazin-1-yl)cyclohexyl]-2,3-dihydro-1H-isoindol-1-one). Run at time 24 hour. Reactants: NC=1C=CC(=C2CN(C(C12)=O)C)C1CCC(CC1)=O (7-amino-2-methyl-4-(4-oxocyclohexyl)-2,3-dihydro-1H-isoindol-1-one), CN1CCNCC1 (1-methylpiperazine), C(C)(=O)O[BH-](OC(C)=O)OC(C)=O.[Na+] (sodium triacetoxyborohydride). Procedure: A solution of 7-amino-2-methyl-4-(4-oxocyclohexyl)-2,3-dihydro-1H-isoindol-1-one (100.0 mg, 0.3871 mmol) in 1,2-dichloroethane (2.0 mL) was charged with 1-methylpiperazine (58.16 mg, 0.5807 mmol) and sodium triacetoxyborohydride (164.1 mg, 0.7743 mmol). The reaction mixture was stirred at rt for 24 hours. The reaction mixture was quenched with NaHCO3 (10 mL) and extracted with EtOAc (20 mL). The organic layer was washed with brine (10 mL), dried over Na2SO4, filtered and concentrated under reduc... Reaction SMILES: [NH2:1][C:2]1[CH:3]=[CH:4][C:5]([CH:13]2[CH2:18][CH2:17][C:16](=O)[CH2:15][CH2:14]2)=[C:6]2[C:10]=1[C:9](=[O:11])[N:8]([CH3:12])[CH2:7]2.[CH3:20][N:21]1[CH2:26][CH2:25][NH:24][CH2:23][CH2:22]1.C(O[BH-](OC(=O)C)OC(=O)C)(=O)C.[Na+]>ClCCCl>[NH2:1][C:2]1[CH:3]=[CH:4][C:5]([C@H:13]2[CH2:18][CH2:17][C@H:16]([N:24]3[CH2:25][CH2:26][N:21]([CH3:20])[CH2:22][CH2:23]3)[CH2:15][CH2:14]2)=[C:6]2[C:10]=1[C:9](=[O:11])[N:8]([CH3:12])[CH2:7]2 |f:2.3|. Run in ClCCCl (1,2-dichloroethane).